This data is from the Open Reaction Database (ORD), a public repository of structured organic reaction records. The task is: describe an organic reaction: reactants, conditions, products, and yield The reactants are C(C)(=O)OCC (ethyl acetate), C(C)(C)(C)S(=O)N (tert-Butylsulphinamide), ClC=1CC2CCC(CC1\C=C\C1=NN(C(=C1)C1=CC=C(C=C1)F)C)C2=O (3-chloro-4-{(E)-2-[5-(4-fluorophenyl)-1-methyl-1H-pyrazol-3-yl]vinyl}bicyclo[4.2.1]non-3-en-9-one). Reagents/catalysts: [O-]CC.[Ti+4].[O-]CC.[O-]CC.[O-]CC (titanium (IV) ethoxide). Run in [Cl-].[Na+].O (brine), C1CCOC1 (THF). Product: ClC=1CC\2CCC(CC1\C=C\C1=NN(C(=C1)C1=CC=C(C=C1)F)C)/C2=N/S(=O)C(C)(C)C (N((9Z)-3-chloro-4-{(E)-2-[5-(4-fluorophenyl)-1-methyl-1H-pyrazol-3-yl]vinyl}bicyclo[4.2.1]non-3-en-9-ylidene)-2-methylpropane-2-sulfinamide). Yield: 99.5%. As a reaction SMILES: [C:1]([S:5]([NH2:7])=[O:6])([CH3:4])([CH3:3])[CH3:2].[Cl:8][C:9]1[CH2:10][CH:11]2[C:32](=O)[CH:14]([CH2:15][C:16]=1/[CH:17]=[CH:18]/[C:19]1[CH:23]=[C:22]([C:24]3[CH:29]=[CH:28][C:27]([F:30])=[CH:26][CH:25]=3)[N:21]([CH3:31])[N:20]=1)[CH2:13][CH2:12]2.C(OCC)(=O)C>C1COCC1.[Cl-].[Na+].O.[O-]CC.[Ti+4].[O-]CC.[O-]CC.[O-]CC>[Cl:8][C:9]1[CH2:10][CH:11]2[CH2:12][CH2:13][CH:14](/[C:32]/2=[N:7]/[S:5]([C:1]([CH3:4])([CH3:3])[CH3:2])=[O:6])[CH2:15][C:16]=1/[CH:17]=[CH:18]/[C:19]1[CH:23]=[C:22]([C:24]2[CH:29]=[CH:28][C:27]([F:30])=[CH:26][CH:25]=2)[N:21]([CH3:31])[N:20]=1 |f:4.5.6,7.8.9.10.11|. Procedure details: tert-Butylsulphinamide (3.0, 24 mmol) followed by titanium (IV) ethoxide (4.6 ml, 36 mmol) was added to a stirring solution of the product of Step 3 (4.56 g, 11 mmol) in dry THF (10 ml) and the resulting solution was heated to reflux for 18 hrs. The reaction was poured into a stirring solution of brine (200 ml) and then ethyl acetate (100 ml) was added and the mixture filtered through celite. The filtrate was partitioned and the aqueous layer was further extracted with ethyl acetate (2×50 ml). T... Starting materials: solution, [H-].C(C(C)C)[Al+]CC(C)C (diisobutylaluminum hydride), C1(=CC=CC=C1)C (toluene), C(=O)([O-])C(O)C(O)C(=O)[O-].[Na+].[K+] (potassium sodium tartrate), C(C=C)OC=1C(=C(C=C(C1)OCC=C)CC(=O)OC)CC (methyl 3,5-diallyloxy-2-ethylphenylacetate). The solvent is ClCCl (dichloromethane). Run at temperature -78 celsius, time 4 hour. The product is C(C=C)OC=1C(=C(C=C(C1)OCC=C)CCO)CC (2-(3,5-diallyloxy-2-ethylphenyl)ethanol). The yield is 97.3%. RXN SMILES: [CH2:1]([O:4][C:5]1[C:6]([CH2:20][CH3:21])=[C:7]([CH2:15][C:16](OC)=[O:17])[CH:8]=[C:9]([O:11][CH2:12][CH:13]=[CH2:14])[CH:10]=1)[CH:2]=[CH2:3].[H-].C([Al+]CC(C)C)C(C)C.C1(C)C=CC=CC=1.C(C(C(C([O-])=O)O)O)([O-])=O.[Na+].[K+]>ClCCl>[CH2:1]([O:4][C:5]1[C:6]([CH2:20][CH3:21])=[C:7]([CH2:15][CH2:16][OH:17])[CH:8]=[C:9]([O:11][CH2:12][CH:13]=[CH2:14])[CH:10]=1)[CH:2]=[CH2:3] |f:1.2,4.5.6|. Procedure: Methyl 3,5-diallyloxy-2-ethylphenylacetate (0.84 g, 2.9 mmol) obtained in Example 5, Step 3 was dissolved in dichloromethane (15 mL). After the solution was cooled to −78° C. in an atmosphere of nitrogen, a 1.0 mol/L solution of diisobutylaluminum hydride in toluene (8.4 mL, 8.4 mmol) was added dropwise thereto, followed by stirring at −78° C. for 4 hours. To the reaction mixture was added a saturated aqueous solution of potassium sodium tartrate (50 mL), and the mixture was stirred at room temp... The reactants are B (borane), B (Borane), O1C=CC=2C=NC=C(C21)C(=O)O (furo[3,2-c]pyridine-7-carboxylic acid), B (borane). The solvent is O1CCCC1 (tetrahydrofuran). Run at time 1 hour. Product: O1C=CC=2C=NC=C(C21)CO ((Furo[3,2-c]pyridin-7-yl)methanol). RXN SMILES: B.[O:2]1[C:10]2[C:9]([C:11](O)=[O:12])=[CH:8][N:7]=[CH:6][C:5]=2[CH:4]=[CH:3]1>O1CCCC1>[O:2]1[C:10]2[C:9]([CH2:11][OH:12])=[CH:8][N:7]=[CH:6][C:5]=2[CH:4]=[CH:3]1. Procedure: Add Borane (1.0 M in tetrahydrofuran, 0.61 mL, 0.61 mmol) to a solution of furo[3,2-c]pyridine-7-carboxylic acid (0.100 g, 0.61 mmol) in tetrahydrofuran (2 mL) and stir for 1 hour. Add additional borane (0.61 mL) stir for 30 minutes, add additional borane (0.61 ml), quench with 1N HCl (10 mL) and stir for 15 minutes. Add aqueous ammonium hydroxide (28-30%, 3 mL), extract with diethyl ether, dry over magnesium sulfate, filter and concentrate to give the title compound as a white solid. Starting materials: C(#N)C(C)(C)C1=CC(=C(C(=O)O)C(=C1)C)F (4-(2-cyanopropan-2-yl)-2-fluoro-6-methylbenzoic acid), C(=O)(N1C=NC=C1)N1C=NC=C1 (1,1′-carbonyldiimidazole), aqueous solution, [OH-].[NH4+] (ammonium hydroxide). The solvent is O1CCCC1 (tetrahydrofuran). Run at time 2.5 hour. Yields the product C(#N)C(C1=CC(=C(C(=O)N)C(=C1)C)F)(C)C (4-(cyano-dimethyl-methyl)-2-fluoro-6-methyl-benzamide). Reaction SMILES: [C:1]([C:3]([C:6]1[CH:14]=[C:13]([CH3:15])[C:9]([C:10](O)=[O:11])=[C:8]([F:16])[CH:7]=1)([CH3:5])[CH3:4])#[N:2].C(N1C=CN=C1)([N:19]1C=CN=C1)=O.[OH-].[NH4+]>O1CCCC1>[C:1]([C:3]([CH3:5])([CH3:4])[C:6]1[CH:14]=[C:13]([CH3:15])[C:9]([C:10]([NH2:19])=[O:11])=[C:8]([F:16])[CH:7]=1)#[N:2] |f:2.3|. Reported procedure: 4-(2-cyanopropan-2-yl)-2-fluoro-6-methylbenzoic acid (14 g, 35 mmol, 75% pure) was taken up in dry tetrahydrofuran (100 ml). To this was added 1,1′-carbonyldiimidazole (11.2 g, 69.1 mmol) in four equal portions over 15 minutes. The mixture was stirred for 2.5 hours and then a 28% aqueous solution of ammonium hydroxide (20.4 ml) was added via drop-wise addition. The material was stirred for 4 hours and then concentrated under reduced pressure to remove 90% of the volatiles. The residue was taken ... Starting materials: C1(C=2C(C(N1[C@H]1[C@@H]3N(C(C(S3=O)(C)C)C(=O)OC)C1=O)=O)=CC=CC2)=O (methyl 6β-phthalimido-2,2-dimethylpenam-3-carboxylate-1-oxide), ClN1C(CCC1=O)=O (N-chlorosuccinimide). The solvent is C(Cl)(Cl)(Cl)Cl (carbon tetrachloride). Yields the product CC(C(C(=O)OC)N1C(C(C1=O)N1C(C=2C(C1=O)=CC=CC2)=O)S(=O)Cl)=C (Methyl 3-Methyl-2-(2-chlorosulfinyl-4-oxo-3-phthalimido-1-azetidinyl)-3-butenoate). Isolated yield 95.0%. As a reaction SMILES: [C:1]1(=[O:26])[N:5]([C@@H:6]2[C:19](=[O:20])[N:8]3[CH:9]([C:15]([O:17][CH3:18])=[O:16])[C:10]([CH3:14])([CH3:13])[S:11](=[O:12])[C@H:7]23)[C:4](=[O:21])[C:3]2=[CH:22][CH:23]=[CH:24][CH:25]=[C:2]12.[Cl:27]N1C(=O)CCC1=O>C(Cl)(Cl)(Cl)Cl>[CH3:13][C:10](=[CH2:14])[CH:9]([N:8]1[C:19](=[O:20])[CH:6]([N:5]2[C:4](=[O:21])[C:3]3=[CH:22][CH:23]=[CH:24][CH:25]=[C:2]3[C:1]2=[O:26])[CH:7]1[S:11]([Cl:27])=[O:12])[C:15]([O:17][CH3:18])=[O:16]. Procedure: A solution of 18.8 g. (50 mmol) of methyl 6β-phthalimido-2,2-dimethylpenam-3-carboxylate-1-oxide and 6.7 g. (50 mmol) of N-chlorosuccinimide in 1000 ml. of dry carbon tetrachloride was refluxed for 70 minutes. The mixture was cooled and then was washed with water and brine. After drying over MgSO4, the solvent was evaporated, and 19.5 g. (95%) of the title compound as a colorless solid was obtained. The nmr spectrum (CDCl3) indicates that the product is the sulfinyl chloride. Starting materials: OC1=C(C(N(C2=C(C=CC=C12)OC)C)=O)C(=O)OC (methyl 4-hydroxy-8-methoxy-1-methyl-2-oxo-1,2-dihydroquinoline-3-carboxylate), Cl.COC([C@@H](N)C)=O (L-alanine methyl ester hydrochloride). Run in O1CCOCC1 (1,4-dioxane). Conditions: temperature 120 celsius, time 18 hour. Product: OC1=C(C(N(C2=C(C=CC=C12)OC)C)=O)C(=O)N[C@H](C(=O)OC)C ((S)-methyl 2-(4-hydroxy-8-methoxy-1-methyl-2-oxo-1,2-dihydroquinoline-3-carboxamido)propanoate). Reaction SMILES: [OH:1][C:2]1[C:11]2[C:6](=[C:7]([O:12][CH3:13])[CH:8]=[CH:9][CH:10]=2)[N:5]([CH3:14])[C:4](=[O:15])[C:3]=1[C:16]([O:18]C)=O.Cl.[CH3:21][O:22][C:23](=[O:27])[C@H:24]([CH3:26])[NH2:25]>O1CCOCC1>[OH:1][C:2]1[C:11]2[C:6](=[C:7]([O:12][CH3:13])[CH:8]=[CH:9][CH:10]=2)[N:5]([CH3:14])[C:4](=[O:15])[C:3]=1[C:16]([NH:25][C@@H:24]([CH3:26])[C:23]([O:22][CH3:21])=[O:27])=[O:18] |f:1.2|. Procedure: In a 35 mL sealed vial under N2 was suspended methyl 4-hydroxy-8-methoxy-1-methyl-2-oxo-1,2-dihydroquinoline-3-carboxylate (0.50 g, 1.9 mmol) in 1,4-dioxane (15 mL). To this solution was added L-alanine methyl ester hydrochloride (0.29 g, 2.1 mmol) and the reaction mixture was stirred at 120° C. overnight (18 h). The solution was removed from the heat and filtered over a fine frit funnel to remove any undissolved starting material. The filtrate was concentrated in vacuo and the remaining precipi... Reactants: CCO, CSc1nc(Cl)c([N+](=O)[O-])c(Cl)n1. Yields the product CSc1nc(Cl)c(N)c(Cl)n1. Reaction SMILES: [CH3:14][CH2:15][OH:16].[Cl:1][c:2]1[n:3][c:4]([S:12][CH3:13])[n:5][c:6]([Cl:11])[c:7]1[N+:8]([O-:9])=[O:10]>>[Cl:1][c:2]1[n:3][c:4]([S:12][CH3:13])[n:5][c:6]([Cl:11])[c:7]1[NH2:8].